Task: describe an organic reaction: reactants, conditions, products, and yield. Dataset: the Open Reaction Database (ORD), a public repository of structured organic reaction records Reactants: [N+](=O)([O-])C1=CC=C(O1)C=CC1=NC2=CC=CC=C2C(=N1)Cl (2-[2-(5-nitro-2-furyl)vinyl]-4-chloroquinazoline), C1=CC(=CC=C1N)O (p-aminophenol), CN(C=O)C (dimethylformamide), C1=CC(=CC=C1N)O (p-aminophenol). Run in O (water). Conditions: time 3 day. Yields the product [N+](=O)([O-])C1=CC=C(O1)C=CC1=NC2=CC=CC=C2C(=N1)NC1=CC=C(C=C1)O (2-[2-(5-nitro-2-furyl)vinyl]-4-(p-hydroxyanilino)quinazoline). The yield is 64.1%. RXN SMILES: [CH:1]1[C:6]([NH2:7])=[CH:5][CH:4]=[C:3]([OH:8])[CH:2]=1.CN(C)C=O.[N+:14]([C:17]1[O:21][C:20]([CH:22]=[CH:23][C:24]2[N:33]=[C:32](Cl)[C:31]3[C:26](=[CH:27][CH:28]=[CH:29][CH:30]=3)[N:25]=2)=[CH:19][CH:18]=1)([O-:16])=[O:15]>O>[N+:14]([C:17]1[O:21][C:20]([CH:22]=[CH:23][C:24]2[N:33]=[C:32]([NH:7][C:6]3[CH:5]=[CH:4][C:3]([OH:8])=[CH:2][CH:1]=3)[C:31]3[C:26](=[CH:27][CH:28]=[CH:29][CH:30]=3)[N:25]=2)=[CH:19][CH:18]=1)([O-:16])=[O:15]. Reported procedure: A 250 ml Erlenmeyer flask equipped with a magnetic stirrer and oil bath for heating was charged with 8.0 g (0.07 mole) of p-aminophenol and 25 ml of dimethylformamide. After the p-aminophenol was dissolved by stirring, 9.05 g (0.03 mole) of 2-[2-(5-nitro-2-furyl)vinyl]-4-chloroquinazoline (IV) was added. The reaction mixture was then heated at 70°-90°C for 2 hours after which 60 ml of water was added and the solution after cooling was placed in a refrigerator for crystallization. After three day... Starting materials: N(=[N+]=[N-])C[C@@H]1C[C@H]([C@@H](CO[Si](C2=CC=CC=C2)(C2=CC=CC=C2)C(C)(C)C)O1)O (2,5-Anhydro-6-azido-4,6-dideoxy-1-O-[(1,1-dimethylethyl)diphenylsilyl]-D-arabino-hexitol), [H][H] (hydrogen). The reagents and catalysts are [Pd] (palladium on carbon). Run in O1CCCC1 (tetrahydrofuran). The product is NC[C@@H]1C[C@H](O)[C@H](O1)CO[Si](C1=CC=CC=C1)(C1=CC=CC=C1)C(C)(C)C (1-Amino-2,5-anhydro-1,3-dideoxy-6-O-[(1,1-dimethylethyl)diphenylsilyl]-D-arabino-hexitol). Isolated yield 96.0%. RXN SMILES: [N:1]([CH2:4][C@H:5]1[O:28][C@H:8]([CH2:9][O:10][Si:11]([C:24]([CH3:27])([CH3:26])[CH3:25])([C:18]2[CH:23]=[CH:22][CH:21]=[CH:20][CH:19]=2)[C:12]2[CH:17]=[CH:16][CH:15]=[CH:14][CH:13]=2)[C@H:7]([OH:29])[CH2:6]1)=[N+]=[N-].[H][H]>[Pd].O1CCCC1>[NH2:1][CH2:4][C@H:5]1[O:28][C@H:8]([CH2:9][O:10][Si:11]([C:24]([CH3:27])([CH3:26])[CH3:25])([C:18]2[CH:19]=[CH:20][CH:21]=[CH:22][CH:23]=2)[C:12]2[CH:17]=[CH:16][CH:15]=[CH:14][CH:13]=2)[C@@H:7]([OH:29])[CH2:6]1. Procedure details: A slurry of 3.78 g of product from Example 276, 0.562 g of 10% palladium on carbon and 50 ml of tetrahydrofuran is hydrogenated under a balloon of hydrogen for 1 hour. The reaction mixture is filtered and the filtrate is concentrated in vacuo to give 3.4 g of the desired product. The reactants are Cl.ClC1=C(C(=CC=C1)Cl)NC(=N)NC (1-(2,6-dichlorophenyl)-3-methylguanidine hydrochloride), [OH-].[Na+] (sodium hydroxide). Product: ClC1=C(C(=CC=C1)Cl)NC(=N)NC (1-(2,6-dichlorophenyl)-3-methylguanidine). As a reaction SMILES: Cl.[Cl:2][C:3]1[CH:8]=[CH:7][CH:6]=[C:5]([Cl:9])[C:4]=1[NH:10][C:11]([NH:13][CH3:14])=[NH:12].[OH-].[Na+]>>[Cl:2][C:3]1[CH:8]=[CH:7][CH:6]=[C:5]([Cl:9])[C:4]=1[NH:10][C:11]([NH:13][CH3:14])=[NH:12] |f:0.1,2.3|. Procedure: The free base is prepared by dissolving 1-(2,6-dichlorophenyl)-3-methylguanidine hydrochloride to 10% sodium hydroxide solution and extracting with ether. The ether is dried and evaporated to dryness to obtain 1-(2,6-dichlorophenyl)-3-methylguanidine. Reactants: [Br-], CON(C)C(=O)c1nsc2cc(Br)ccc12, C1CCOC1, [Mg+]c1ccc(Cl)cc1, Cl. Product: O=C(c1ccc(Cl)cc1)c1nsc2cc(Br)ccc12. Reaction SMILES: [Br-:1].[Br:10][c:11]1[cH:12][c:13]2[c:14]([c:15]([C:18](=[O:19])[N:20]([O:21][CH3:22])[CH3:23])[n:16][s:17]2)[cH:24][cH:25]1.[CH2:27]1[O:28][CH2:29][CH2:30][CH2:31]1.[Cl:2][c:3]1[cH:4][cH:5][c:6]([Mg+:9])[cH:7][cH:8]1.[ClH:26]>>[Cl:2][c:3]1[cH:4][cH:5][c:6]([C:18]([c:15]2[c:14]3[c:13]([cH:12][c:11]([Br:10])[cH:25][cH:24]3)[s:17][n:16]2)=[O:19])[cH:7][cH:8]1. Starting materials: CCOC(C)=O, CCC(CO)N(Cc1ccccc1)Cc1ccccc1, CS(C)=O, CCN(C(C)C)C(C)C, O=C(Cl)C(=O)Cl, ClCCl, O. Yields the product CCC(C=O)N(Cc1ccccc1)Cc1ccccc1. Reaction SMILES: [C:44]([O:45][CH2:46][CH3:47])(=[O:48])[CH3:49].[CH2:11]([c:12]1[cH:13][cH:14][cH:15][cH:16][cH:17]1)[N:18]([CH:19]([CH2:20][OH:21])[CH2:22][CH3:23])[CH2:24][c:25]1[cH:26][cH:27][cH:28][cH:29][cH:30]1.[CH3:7][S:8]([CH3:9])=[O:10].[CH:31]([N:32]([CH:33]([CH3:34])[CH3:35])[CH2:36][CH3:37])([CH3:38])[CH3:39].[Cl:1][C:2]([C:3]([Cl:4])=[O:5])=[O:6].[Cl:40][CH2:41][Cl:42].[OH2:43]>>[CH2:11]([c:12]1[cH:13][cH:14][cH:15][cH:16][cH:17]1)[N:18]([CH:19]([CH:20]=[O:21])[CH2:22][CH3:23])[CH2:24][c:25]1[cH:26][cH:27][cH:28][cH:29][cH:30]1. Reactants: C(C)(C)(C)OC[C@@H]([C@@H]([C@H]([C@H](/C=C/C=C)OC)C)OC)C ((E)-(5S,6S,7S,8S)-9-tert-Butoxy-5,7-dimethoxy-6,8-dimethyl-nona-1,3-diene), C[O-].[Na+] (sodium methoxide), C[O-].[Na+] (sodium methoxide). Solvent: CO (methanol). Conditions: time 8 hour. Product: CO[C@@H]([C@H](CO)C)[C@H]([C@H](\C=C\C=C)OC)C ((E)-(2S,3S,4S,5S)-3,5-Dimethoxy-2,4-dimethyl-nona-6,8-dien-1-ol). RXN SMILES: C([O:5][CH2:6][C@H:7]([CH3:20])[C@H:8]([O:18][CH3:19])[C@@H:9]([CH3:17])[C@@H:10]([O:15][CH3:16])/[CH:11]=[CH:12]/[CH:13]=[CH2:14])(C)(C)C.C[O-].[Na+]>CO>[CH3:19][O:18][C@H:8]([C@@H:9]([CH3:17])[C@@H:10]([O:15][CH3:16])/[CH:11]=[CH:12]/[CH:13]=[CH2:14])[C@@H:7]([CH3:20])[CH2:6][OH:5] |f:1.2|. Procedure details: To (E)-(5S,6S,7S,8S)-9-tert-Butoxy-5,7-dimethoxy-6,8-dimethyl-nona-1,3-diene (1.3 g, 4.2 mmol) in anhydrous methanol (10 ml) at room temperature and under an atmosphere of nitrogen was added sodium methoxide (30% wt in MeOH, 3.7 ml, 20.8 mmol). The reaction was stirred overnight. A further amount of sodium methoxide (30% wt in MeOH, 3.7 ml, 20.8 mmol) was added and the reaction was stirred for a further 1 hour. The reaction was quenched with saturated ammonium chloride and extracted with dichlor...